From a dataset of the Open Reaction Database (ORD), a public repository of structured organic reaction records. describe an organic reaction: reactants, conditions, products, and yield The reactants are ice water, P(=O)(Cl)(Cl)Cl (Phosphorus oxychloride), C1(CC1)ON=C(C(=O)O)C=1N=C(SC1)NC=O (2-cyclopropyloxyimino-2-(2-formamidothiazol-4-yl)acetic acid), C([O-])(O)=O.[Na+] (sodium bicarbonate), N[C@H]1[C@@H]2N(C(=C(CS2)CS\C=C/C=2C=NC=CC2)C(=O)OC(C2=CC=CC=C2)C2=CC=CC=C2)C1=O (benzhydryl 7β-amino-3-[(Z)-2-(3-pyridyl)vinylthiomethyl]-3-cephem-4-carboxylate). The solvent is C(C)(=O)OCC (ethyl acetate), O1CCCC1 (tetrahydrofuran), C(C)(=O)OCC (ethyl acetate), CN(C=O)C (N,N-dimethylformamide), C[Si](C)(C)C(C(=O)N)[Si](C)(C)C (bis(trimethylsilyl)acetamide), O1CCCC1 (tetrahydrofuran). Conditions: time 10 minute. Yields the product C1(CC1)ON=C(C(=O)N[C@H]1[C@@H]2N(C(=C(CS2)CS\C=C/C=2C=NC=CC2)C(=O)OC(C2=CC=CC=C2)C2=CC=CC=C2)C1=O)C=1N=C(SC1)NC=O (benzhydryl 7β-[2-cyclopropyloxyimino-2-(2-formamidothiazol-4-yl)acetamido]-3-[(Z)-2-(3-pyridyl)vinylthiomethyl]-3-cephem-4-carboxylate). Yield: 54.5%. RXN SMILES: P(Cl)(Cl)(Cl)=O.[CH:6]1([O:9][N:10]=[C:11]([C:15]2[N:16]=[C:17]([NH:20][CH:21]=[O:22])[S:18][CH:19]=2)[C:12]([OH:14])=O)[CH2:8][CH2:7]1.[NH2:23][C@@H:24]1[C:57](=[O:58])[N:26]2[C:27]([C:41]([O:43][CH:44]([C:51]3[CH:56]=[CH:55][CH:54]=[CH:53][CH:52]=3)[C:45]3[CH:50]=[CH:49][CH:48]=[CH:47][CH:46]=3)=[O:42])=[C:28]([CH2:31][S:32]/[CH:33]=[CH:34]\[C:35]3[CH:36]=[N:37][CH:38]=[CH:39][CH:40]=3)[CH2:29][S:30][C@H:25]12.C(=O)(O)[O-].[Na+]>C(OCC)(=O)C.C[Si](C([Si](C)(C)C)C(N)=O)(C)C.O1CCCC1.CN(C)C=O>[CH:6]1([O:9][N:10]=[C:11]([C:15]2[N:16]=[C:17]([NH:20][CH:21]=[O:22])[S:18][CH:19]=2)[C:12]([NH:23][C@@H:24]2[C:57](=[O:58])[N:26]3[C:27]([C:41]([O:43][CH:44]([C:51]4[CH:56]=[CH:55][CH:54]=[CH:53][CH:52]=4)[C:45]4[CH:46]=[CH:47][CH:48]=[CH:49][CH:50]=4)=[O:42])=[C:28]([CH2:31][S:32]/[CH:33]=[CH:34]\[C:35]4[CH:36]=[N:37][CH:38]=[CH:39][CH:40]=4)[CH2:29][S:30][C@H:25]23)=[O:14])[CH2:7][CH2:8]1 |f:3.4|. Reported procedure: Phosphorus oxychloride (0.256 ml) was added to a solution of N,N-dimethylformamide (0.212 ml) in ethyl acetate (0.6 ml) under ice-cooling and the mixture was stirred at the same temperature for 10 minutes. To the mixture was added tetrahydrofuran (13 ml) and the mixture was stirred under ice-cooling for additional 10 minutes. To the mixture was added 2-cyclopropyloxyimino-2-(2-formamidothiazol-4-yl)acetic acid (syn isomer) (540 mg) and the mixture was stirred for 30 minutes under ice-cooling to ... Starting materials: Cl.C1(CC1)N(C(C1=CC=C(C=C1)C1=CN=CO1)=O)C1CCNCC1 (N-cyclopropyl-4-oxazol-5-yl-N-piperidin-4-yl-benzamide hydrochloride), ClC=1SC(=NN1)C(F)(F)F (2-chloro-5-trifluoromethyl-[1,3,4]thiadiazole). The solvent is CN1C(CCC1)=O (N-methylpyrrolidinone). Yields the product C1(CC1)N(C(C1=CC=C(C=C1)C1=CN=CO1)=O)C1CCN(CC1)C=1SC(=NN1)C(F)(F)F (N-Cyclopropyl-4-oxazol-5-yl-N-[1-(5-trifluoromethyl-[1,3,4]thiadiazol-2-yl)-piperidin-4-yl]-benzamide). Reaction SMILES: Cl.[CH:2]1([N:5]([CH:19]2[CH2:24][CH2:23][NH:22][CH2:21][CH2:20]2)[C:6](=[O:18])[C:7]2[CH:12]=[CH:11][C:10]([C:13]3[O:17][CH:16]=[N:15][CH:14]=3)=[CH:9][CH:8]=2)[CH2:4][CH2:3]1.Cl[C:26]1[S:27][C:28]([C:31]([F:34])([F:33])[F:32])=[N:29][N:30]=1>CN1CCCC1=O>[CH:2]1([N:5]([CH:19]2[CH2:24][CH2:23][N:22]([C:26]3[S:27][C:28]([C:31]([F:34])([F:33])[F:32])=[N:29][N:30]=3)[CH2:21][CH2:20]2)[C:6](=[O:18])[C:7]2[CH:8]=[CH:9][C:10]([C:13]3[O:17][CH:16]=[N:15][CH:14]=3)=[CH:11][CH:12]=2)[CH2:4][CH2:3]1 |f:0.1|. Procedure details: The title compound is prepared from N-cyclopropyl-4-oxazol-5-yl-N-piperidin-4-yl-benzamide hydrochloride and 2-chloro-5-trifluoromethyl-[1,3,4]thiadiazole following a procedure analogous to that described in Example 19 using N-methylpyrrolidinone as solvent. LC (method 17): tR=1.42 min; Mass spectrum (ESI+): m/z=464 [M+H]+. Reactants: C[N+]1([O-])CCOCC1, ClC(Cl)(Cl)Cl, COC(=O)c1cccc(-c2cnc3oc(-c4ccc(F)cc4)c(C)c3c2)c1, CC(C)(C#N)N=NC(C)(C)C#N, O=C1CCC(=O)N1Br. Product: COC(=O)c1cccc(-c2cnc3oc(-c4ccc(F)cc4)c(C=O)c3c2)c1. As a reaction SMILES: [CH3:48][N+:49]1([O-:50])[CH2:51][CH2:52][O:53][CH2:54][CH2:55]1.[Cl:56][C:57]([Cl:58])([Cl:59])[Cl:60].[F:21][c:22]1[cH:23][cH:24][c:25](-[c:28]2[c:29]([CH3:47])[c:30]3[c:31]([n:32][cH:33][c:34](-[c:36]4[cH:37][c:38]([C:39](=[O:40])[O:41][CH3:42])[cH:43][cH:44][cH:45]4)[cH:35]3)[o:46]2)[cH:26][cH:27]1.[N:1]#[C:2][C:3]([N:4]=[N:5][C:6]([C:7]#[N:8])([CH3:9])[CH3:10])([CH3:11])[CH3:12].[O:13]=[C:14]1[N:15]([Br:16])[C:17](=[O:18])[CH2:19][CH2:20]1>>[O:13]=[CH:47][c:29]1[c:28](-[c:25]2[cH:24][cH:23][c:22]([F:21])[cH:27][cH:26]2)[o:46][c:31]2[c:30]1[cH:35][c:34](-[c:36]1[cH:37][c:38]([C:39](=[O:40])[O:41][CH3:42])[cH:43][cH:44][cH:45]1)[cH:33][n:32]2. RXN SMILES: [CH2:1]1[CH:5]2[CH:6]3[CH:10]=[CH:9][CH:8]([CH:4]2[CH:3]=[CH:2]1)[CH2:7]3.[CH2:11]=[CH:12][C:13]1[CH:18]=[CH:17][CH:16]=[CH:15][CH:14]=1>C1(C)C(C)=CC=CC=1>[CH2:1]1[CH:5]2[CH:6]3[CH:10]=[CH:9][CH:8]([CH:4]2[CH:3]=[CH:2]1)[CH2:7]3.[CH2:11]=[CH:12][C:13]1[CH:18]=[CH:17][CH:16]=[CH:15][CH:14]=1 |f:3.4|. Procedure: An autoclave having an internal volume of 1 liter was charged with 228 g of xylene, and heated up to 260° C. in an atmosphere of a nitrogen gas. A mixture of 190 g of dicyclopentadiene and 190 g of styrene was added over 2 hours while being stirred. The reaction was further conducted at the same temperature for 4 hours. An unreacted monomer, a low polymer and the solvent were removed from the resulting polymer solution to obtain a dicyclopentadiene-styrene copolymer having a number-average molec... The solvent is C=1(C(=CC=CC1)C)C (xylene). The reactants are C1C=CC2C1C3CC2C=C3 (dicyclopentadiene), C=CC1=CC=CC=C1 (styrene). The product is C1C=CC2C1C3CC2C=C3.C=CC1=CC=CC=C1 (dicyclopentadiene styrene). Run at temperature 260 celsius, time 4 hour. Starting materials: CCCCP(CCCC)CCCC, CC(O)(C(F)(F)F)C(F)(F)F, O=C(N=NC(=O)N1CCCCC1)N1CCCCC1, Cc1cc(C#N)cc2nc(-c3ccc(CCCO)cc3)oc12, c1ccccc1. Yields the product Cc1cc(C#N)cc2nc(-c3ccc(CCCOC(C)(C(F)(F)F)C(F)(F)F)cc3)oc12. RXN SMILES: [CH2:41]([P:42]([CH2:43][CH2:44][CH2:45][CH3:46])[CH2:47][CH2:48][CH2:49][CH3:50])[CH2:51][CH2:52][CH3:53].[F:54][C:55]([C:56]([C:57]([F:58])([F:59])[F:60])([OH:61])[CH3:62])([F:63])[F:64].[N:23]([C:24]([N:25]1[CH2:26][CH2:27][CH2:28][CH2:29][CH2:30]1)=[O:31])=[N:32][C:33]([N:34]1[CH2:35][CH2:36][CH2:37][CH2:38][CH2:39]1)=[O:40].[OH:1][CH2:2][CH2:3][CH2:4][c:5]1[cH:6][cH:7][c:8](-[c:11]2[o:12][c:13]3[c:14]([n:15]2)[cH:16][c:17]([C:21]#[N:22])[cH:18][c:19]3[CH3:20])[cH:9][cH:10]1.[cH:65]1[cH:66][cH:67][cH:68][cH:69][cH:70]1>>[O:1]([CH2:2][CH2:3][CH2:4][c:5]1[cH:6][cH:7][c:8](-[c:11]2[o:12][c:13]3[c:14]([n:15]2)[cH:16][c:17]([C:21]#[N:22])[cH:18][c:19]3[CH3:20])[cH:9][cH:10]1)[C:56]([C:55]([F:54])([F:63])[F:64])([C:57]([F:58])([F:59])[F:60])[CH3:62].